The task is: describe an organic reaction: reactants, conditions, products, and yield. This data is from the Open Reaction Database (ORD), a public repository of structured organic reaction records. Starting materials: CCO, CC(C)(O)Cn1ccc([N+](=O)[O-])n1. Yields the product CC(C)(O)Cn1ccc(N)n1. Reaction SMILES: [CH3:14][CH2:15][OH:16].[CH3:1][C:2]([CH2:3][n:4]1[n:5][c:6]([N+:9]([O-:10])=[O:11])[cH:7][cH:8]1)([CH3:12])[OH:13]>>[CH3:1][C:2]([CH2:3][n:4]1[n:5][c:6]([NH2:9])[cH:7][cH:8]1)([CH3:12])[OH:13]. The reactants are C(C)(C)N(CC)C(C)C (IPEA), C1COC(=O)N1P(=O)(N2CCOC2=O)Cl (BOPCl), Cl.ClCCCC(C(=O)NN)C1=CC(=C(C(=C1)F)F)F (5-chloro-2-(3,4,5-trifluorophenyl)pentanoic acid hydrazide hydrochloride), FC=1C=C(C=CC1N1C=NC(=C1)C)/C=C/C(=O)O ((E)-3-[3-fluoro-4-(4-methyl-1H-imidazol-1-yl)phenyl]acrylic acid), O.C([O-])(O)=O.[Na+] (sodium bicarbonate water). The solvent is C(C)(=O)OCC (Ethyl acetate), C(Cl)Cl (methylene chloride). The product is FC=1C=C(C=CC1N1C=NC(=C1)C)/C=C/C(=O)NNC(C(CCCCl)C1=CC(=C(C(=C1)F)F)F)=O (5-chloro-2-(3,4,5-trifluorophenyl)pentanoic acid N′-{(E)-3-[3-fluoro-4-(4-methyl-1H-imidazol-1-yl)phenyl]acryloyl}hydrazide). Reaction SMILES: C(N(C(C)C)CC)(C)C.C1N(P(Cl)(N2C(=O)OCC2)=O)C(=O)OC1.Cl.[Cl:26][CH2:27][CH2:28][CH2:29][CH:30]([C:35]1[CH:40]=[C:39]([F:41])[C:38]([F:42])=[C:37]([F:43])[CH:36]=1)[C:31]([NH:33][NH2:34])=[O:32].[F:44][C:45]1[CH:46]=[C:47](/[CH:57]=[CH:58]/[C:59](O)=[O:60])[CH:48]=[CH:49][C:50]=1[N:51]1[CH:55]=[C:54]([CH3:56])[N:53]=[CH:52]1.O.C(=O)(O)[O-].[Na+]>C(Cl)Cl.C(OCC)(=O)C>[F:44][C:45]1[CH:46]=[C:47](/[CH:57]=[CH:58]/[C:59]([NH:34][NH:33][C:31](=[O:32])[CH:30]([C:35]2[CH:36]=[C:37]([F:43])[C:38]([F:42])=[C:39]([F:41])[CH:40]=2)[CH2:29][CH2:28][CH2:27][Cl:26])=[O:60])[CH:48]=[CH:49][C:50]=1[N:51]1[CH:55]=[C:54]([CH3:56])[N:53]=[CH:52]1 |f:2.3,5.6.7|. Procedure: IPEA (0.14 mL) and BOPCl (100 mg) were added to a solution of 5-chloro-2-(3,4,5-trifluorophenyl)pentanoic acid hydrazide hydrochloride (83 mg) and (E)-3-[3-fluoro-4-(4-methyl-1H-imidazol-1-yl)phenyl]acrylic acid (CAS No. 870839-63-7, 65 mg) in methylene chloride (5 mL), and the reaction solution was stirred at room temperature for 18 hours. Ethyl acetate and saturated sodium bicarbonate water were added to the reaction solution, and the organic layer was separated. The resulting organic layer wa... The reactants are C(C)(C)(C)OC(=O)N1CCC(C2=CC=CC=C12)(C)O (1-tert-butyloxycarbonyl-1,2,3,4-tetrahydro-4-hydroxy-4-methylquinoline). Reagents/catalysts: [Pd] (Pd/C). Solvent: C(C)(=O)OCC (ethyl acetate). Conditions: time 7 hour. Product: C(C)(C)(C)OC(=O)N1CCC(C2=CC=CC=C12)C (1-tert-butyloxycarbonyl-1,2,3,4-tetrahydro-4-methylquinoline). The yield is 91.7%. RXN SMILES: [C:1]([O:5][C:6]([N:8]1[C:17]2[C:12](=[CH:13][CH:14]=[CH:15][CH:16]=2)[C:11](O)([CH3:18])[CH2:10][CH2:9]1)=[O:7])([CH3:4])([CH3:3])[CH3:2]>C(OCC)(=O)C.[Pd]>[C:1]([O:5][C:6]([N:8]1[C:17]2[C:12](=[CH:13][CH:14]=[CH:15][CH:16]=2)[CH:11]([CH3:18])[CH2:10][CH2:9]1)=[O:7])([CH3:4])([CH3:2])[CH3:3]. Procedure details: A solution of 1-tert-butyloxycarbonyl-1,2,3,4-tetrahydro-4-hydroxy-4-methylquinoline (109 mg, 0.41 mmol) in ethyl acetate (3 mL) was hydrogenated under an atmosphere of hydrogen with 10% Pd/C (10 mg) and a trace of cone. H2 SO4 at rt for 7 h. Filtration over Celite™ afforded 93 mg (92%) of 1-tert-butyloxycarbonyl-1,2,3,4-tetrahydro-4-methylquinoline. Data for 1-tert-butyloxycarbonyl-1,2,3,4-tetrahydro-4-methylquinoline: 1H NMR (400 MHz, CDCl3) 7.62 (d, J=8.1, 1H), 7.16 (d, J=7.8, 1H), 7.11 (ddd,...